Task: describe an organic reaction: reactants, conditions, products, and yield. Dataset: the Open Reaction Database (ORD), a public repository of structured organic reaction records Reactants: CC(Cl)c1cccnc1, CSc1ccc(C(=O)[C@H]2CCCC[C@H]2C(=O)O)cc1. Reagents/catalysts: O=C([O-])[O-].[Cs+].[Cs+] (cesium carbonate), [I-].[K+] (potassium iodide). The solvent is CN(C)C=O (DMF), CN(C)C=O (dmf), CN(C)C=O (DMF). Conditions: temperature 70 celsius, time 16 hour. Product: CSc1ccc(C(=O)[C@H]2CCCC[C@H]2C(=O)OC(C)c2cccnc2)cc1. The reactants are C([O-])(O)=O.[Na+] (sodium bicarbonate), [N+](=O)([O-])C=1C=C(C=CC1)C1=CC=CC=C1 (3-Nitrobiphenyl), CC(C)([O-])C.[K+] (potassium tert-butoxide), dichloromethylsubstituted 3-nitrobiphenyl, C(Cl)(Cl)Cl (chloroform). Reagents/catalysts: FC(S(=O)(=O)[O-])(F)F.[Ag+] (silver trifluoromethanesulphonate). Solvent: O (water), CN(C)C=O (DMF), C(C)#N (acetonitrile), CO (methanol), C(C)(=O)O (acetic acid), CN(C)C=O (DMF), C1CCOC1 (THF). Run at time 1 minute. The product is [N+](=O)([O-])C=1C=C(C=CC1C=O)C1=CC=CC=C1 (3-nitrobiphenyl-4-carbaldehyde). As a reaction SMILES: [N+:1]([C:4]1[CH:5]=[C:6]([C:10]2[CH:15]=[CH:14][CH:13]=[CH:12][CH:11]=2)[CH:7]=[CH:8][CH:9]=1)([O-:3])=[O:2].C(Cl)(Cl)Cl.C[C:21](C)([O-:23])C.[K+].C(=O)(O)[O-].[Na+]>CN(C=O)C.C1COCC1.CO.C(#N)C.O.FC(F)(F)S([O-])(=O)=O.[Ag+].C(O)(=O)C>[N+:1]([C:4]1[CH:5]=[C:6]([C:10]2[CH:11]=[CH:12][CH:13]=[CH:14][CH:15]=2)[CH:7]=[CH:8][C:9]=1[CH:21]=[O:23])([O-:3])=[O:2] |f:2.3,4.5,11.12|. Reported procedure: 3-Nitrobiphenyl (3.0 g, 15 mmol), was dissolved in DMF (7.5 ml) and dry chloroform (16.5 mmol). This mixture was added dropwise to a stirred precooled mixture of potassium tert-butoxide (7.2 mg, 60 mmol) in DMF (20 ml) and THF (25 ml), at such a rate that the temperature was maintained between −69 and −73° C. When the addition was complete, the mixture was stirred for a further 1 minute then treated with acetic acid (1.5 ml) in methanol (5 ml) and allowed to warm to room temperature. The mixture... The reactants are C[Si](CCCOCC1OC1)(CC[Si](C)(C)C)C (2-{3-[Dimethyl-(2-trimethylsilanyl-ethyl)-silanyl]-propoxymethyl}-oxirane), N1(CCNCC1)CCO (2-piperazin-1-yl-ethanol). Solvent: C(C)O (ethanol), C(C)O (ethanol). Conditions: temperature 70 celsius. Yields the product C[Si](CCCOCC(CN1CCN(CC1)CCO)O)(CC[Si](C)(C)C)C (1-{3-[Dimethyl-(2-trimethylsilanyl-ethyl)-silanyl]-propoxy}-3-[4-(2-hydroxy-ethyl)-piperazin-1-yl]-propan-2-ol). Reaction SMILES: [N:1]1([CH2:7][CH2:8][OH:9])[CH2:6][CH2:5][NH:4][CH2:3][CH2:2]1.[CH3:10][Si:11]([CH3:26])([CH2:20][CH2:21][Si:22]([CH3:25])([CH3:24])[CH3:23])[CH2:12][CH2:13][CH2:14][O:15][CH2:16][CH:17]1[CH2:19][O:18]1>C(O)C>[CH3:10][Si:11]([CH3:26])([CH2:20][CH2:21][Si:22]([CH3:25])([CH3:24])[CH3:23])[CH2:12][CH2:13][CH2:14][O:15][CH2:16][CH:17]([OH:18])[CH2:19][N:4]1[CH2:5][CH2:6][N:1]([CH2:7][CH2:8][OH:9])[CH2:2][CH2:3]1. Reported procedure: 2-piperazin-1-yl-ethanol (0.95 g; 7.28 mMol) and 20 mL of ethanol were charged to a 100 ml RB flask equipped with a magnetic stirrer. The mixture was stirred and heated to 70° C. 2-{3-[Dimethyl-(2-trimethylsilanyl-ethyl)-silanyl]-propoxymethyl}-oxirane 8 (2 g; 7.28 mMol) was placed in an addition funnel and added dropwise to the flask. The mixture was stirred and maintained at 70° C. for additional 4 hours. After the reaction was complete, ethanol was stripped off on the rotovap. The mixture was... Reaction SMILES: [Br:1][c:2]1[c:3]([F:18])[c:4]([F:17])[c:5]([C:6](=[O:7])[CH2:8][C:9](=[O:10])[O:11][CH2:12][CH3:13])[cH:14][c:15]1[F:16].[CH3:24][N:25]([CH3:26])[CH:27]=[O:28].[NH2:19][CH:20]([CH2:21][OH:22])[CH3:23]>>[Br:1][c:2]1[c:3]([F:18])[c:4]([F:17])[c:5]([C:6](=[O:7])[C:8]([C:9](=[O:10])[O:11][CH2:12][CH3:13])=[CH:24][NH:19][CH:20]([CH2:21][OH:22])[CH3:23])[cH:14][c:15]1[F:16]. Reactants: CCOC(=O)CC(=O)c1cc(F)c(Br)c(F)c1F, CN(C)C=O, CC(N)CO. Yields the product CCOC(=O)C(=CNC(C)CO)C(=O)c1cc(F)c(Br)c(F)c1F. Reactants: Cl.Cl.C1(CC1)N1CCC(CC1)N (1-cyclopropyl-piperidin-4-ylamine-dihydrochloride), C(=O)(O)[O-].[Na+] (NaHCO3), COC(=O)C1=CC2=C(NC(=N2)C(Cl)(Cl)Cl)C=C1 (2-trichloromethyl-1H-benzoimidazole-5-carboxylic acid methyl ester). Solvent: C1CCOC1 (THF), O (water), C1CCOC1 (THF). Run at time 2 hour. Product: COC(=O)C1=CC2=C(NC(=N2)C(NC2CCN(CC2)C2CC2)=O)C=C1 (2-(1-cyclopropyl-piperidin-4-ylcarbamoyl)-1H-benzoimidazole-5-carboxylic methyl ester). As a reaction SMILES: Cl.Cl.[CH:3]1([N:6]2[CH2:11][CH2:10][CH:9]([NH2:12])[CH2:8][CH2:7]2)[CH2:5][CH2:4]1.C([O-])(O)=[O:14].[Na+].[CH3:18][O:19][C:20]([C:22]1[CH:34]=[CH:33][C:25]2[NH:26][C:27]([C:29](Cl)(Cl)Cl)=[N:28][C:24]=2[CH:23]=1)=[O:21]>C1COCC1.O>[CH3:18][O:19][C:20]([C:22]1[CH:34]=[CH:33][C:25]2[NH:26][C:27]([C:29](=[O:14])[NH:12][CH:9]3[CH2:10][CH2:11][N:6]([CH:3]4[CH2:5][CH2:4]4)[CH2:7][CH2:8]3)=[N:28][C:24]=2[CH:23]=1)=[O:21] |f:0.1.2,3.4|. Procedure details: To a mixture of 7.53 g (35.3 mmol) 1-cyclopropyl-piperidin-4-ylamine-dihydrochloride and 32.39 g (0.386 mol) NaHCO3 in 1300 mL THF and 370 mL water was added a solution of 11.79 g (32.1 mmol) 2-trichloromethyl-1H-benzoimidazole-5-carboxylic acid methyl ester in 360 mL THF. The reaction mixture was stirred vigorously for 2 h at room temperature. The THF was evaporated. The precipitate was filtered off and treated twice with approx. 300 mL of a saturated NaHCO3-solution under ultrasonic conditions...